From a dataset of the Open Reaction Database (ORD), a public repository of structured organic reaction records. describe an organic reaction: reactants, conditions, products, and yield The reactants are CSc1nccc(-c2cccnc2Oc2ccc(N)cc2)n1, CCC(C)O, Clc1nnc(-c2ccccc2)c2ccccc12. Product: CSc1nccc(-c2cccnc2Oc2ccc(Nc3nnc(-c4ccccc4)c4ccccc34)cc2)n1, Cl. RXN SMILES: [CH3:1][S:2][c:3]1[n:4][cH:5][cH:6][c:7](-[c:9]2[c:10]([O:15][c:16]3[cH:17][cH:18][c:19]([NH2:22])[cH:20][cH:21]3)[n:11][cH:12][cH:13][cH:14]2)[n:8]1.[CH3:40][CH2:41][CH:42]([OH:43])[CH3:44].[Cl:23][c:24]1[n:25][n:26][c:27](-[c:34]2[cH:35][cH:36][cH:37][cH:38][cH:39]2)[c:28]2[cH:29][cH:30][cH:31][cH:32][c:33]12>>[CH3:1][S:2][c:3]1[n:4][cH:5][cH:6][c:7](-[c:9]2[c:10]([O:15][c:16]3[cH:17][cH:18][c:19]([NH:22][c:24]4[n:25][n:26][c:27](-[c:34]5[cH:35][cH:36][cH:37][cH:38][cH:39]5)[c:28]5[cH:29][cH:30][cH:31][cH:32][c:33]45)[cH:20][cH:21]3)[n:11][cH:12][cH:13][cH:14]2)[n:8]1.[ClH:23]. Reactants: CC=1N=NC(C1)=O (3-methyl-pyrazol-5-one), BrCCC(=O)O (3-bromopropionic acid). Run in O1CCOCC1 (1,4-dioxane). Product: CC1=NN(C(C1)=O)CCC(=O)O (3-(4,5-dihydro-3-methyl-5-oxopyrazol-1-yl)propanoic acid). The yield is 22.0%. As a reaction SMILES: [CH3:1][C:2]1[N:3]=[N:4][C:5](=[O:7])[CH:6]=1.Br[CH2:9][CH2:10][C:11]([OH:13])=[O:12]>O1CCOCC1>[CH3:1][C:2]1[CH2:6][C:5](=[O:7])[N:4]([CH2:9][CH2:10][C:11]([OH:13])=[O:12])[N:3]=1. Reported procedure: To a solution of 3-methyl-pyrazol-5-one (5.7 g, 58.0 mmol) in anhydrous 1,4-dioxane was added 3-bromopropionic acid, and the resulting mixture was heated to reflux for 48 h.12 The reaction mixture was concentrated under reduced pressure, and the crude product was purified by column chromotography using 5-10% MeOH/DCM as an eluent to give 3j (22%) as a solid.13 mp: 210-215° C. (Lit. mp 178-180° C.); 1H NMR (400 MHz, CDCl3): δ 2.21 (s, 3H), 2.76 (m, 2H), 3.14 (s, 2H), 4.14 (m, 2H), 8.01 (brs, 1H);...